describe an organic reaction: reactants, conditions, products, and yield From a dataset of the Open Reaction Database (ORD), a public repository of structured organic reaction records. Starting materials: O=C(CCCCCCCBr)Nc1ccc(C(=O)O)cc1, CNCCO, CN(C)C=O, CCN(C(C)C)C(C)C. Product: CN(CCO)CCCCCCCC(=O)Nc1ccc(C(=O)O)cc1. As a reaction SMILES: [Br:1][CH2:2][CH2:3][CH2:4][CH2:5][CH2:6][CH2:7][CH2:8][C:9](=[O:10])[NH:11][c:12]1[cH:13][cH:14][c:15]([C:16](=[O:17])[OH:18])[cH:19][cH:20]1.[CH3:21][NH:22][CH2:23][CH2:24][OH:25].[CH3:35][N:36]([CH3:37])[CH:38]=[O:39].[CH:26]([N:27]([CH2:28][CH3:29])[CH:30]([CH3:31])[CH3:32])([CH3:33])[CH3:34]>>[CH2:2]([CH2:3][CH2:4][CH2:5][CH2:6][CH2:7][CH2:8][C:9](=[O:10])[NH:11][c:12]1[cH:13][cH:14][c:15]([C:16](=[O:17])[OH:18])[cH:19][cH:20]1)[N:22]([CH3:21])[CH2:23][CH2:24][OH:25]. Starting materials: C(C)OC(=O)C1=NN(C(=C1)C)C1=NC=C(C=C1)Br (Ethyl-1-(5-bromopyridin-2-yl)-5-methyl-1H-pyrazole-3-carboxylate), BrC=1C=CC(=NC1)NN (5-bromo-2-hydrazinylpyridine), C(C)(=O)O (acetic acid), O=C(C(=O)OCC)CC(C)=O (ethyl 2,4-dioxopentanoate). The solvent is C(C)O (ethanol). Reaction conditions: temperature 100 celsius, time 2 hour. The product is BrC=1C=CC(=NC1)N1N=C(C=C1C)C1=NN(C(O1)=O)C (5-(1-(5-Bromopyridin-2-yl)-5-methyl-1H-pyrazol-3-yl)-3-methyl-1,3,4-oxadiazol-2(3H)-one). Yield: 10.0%. Reaction SMILES: [CH2:1]([O:3][C:4]([C:6]1[CH:10]=[C:9]([CH3:11])[N:8]([C:12]2[CH:17]=[CH:16][C:15]([Br:18])=[CH:14][N:13]=2)[N:7]=1)=O)C.BrC1C=C[C:23]([NH:26][NH2:27])=NC=1.C(O)(=[O:30])C.O=C(CC(=O)C)C(OCC)=O>C(O)C>[Br:18][C:15]1[CH:16]=[CH:17][C:12]([N:8]2[C:9]([CH3:11])=[CH:10][C:6]([C:4]3[O:3][C:1](=[O:30])[N:26]([CH3:23])[N:27]=3)=[N:7]2)=[N:13][CH:14]=1. Procedure details: Step-1: Ethyl-1-(5-bromopyridin-2-yl)-5-methyl-1H-pyrazole-3-carboxylate: To a stirred solution of 5-bromo-2-hydrazinylpyridine (16.6 g, 89.0 mmol), in ethanol (5 mL) and acetic acid (10 mL) was added ethyl 2,4-dioxopentanoate (14.0 g, 89.0 mmol) drop-wise at 0° C. and the resulting mixture was stirred at 100° C. for 2 h. The reaction mixture was then cooled to room temperature and the solvent was evaporated under vacuum. The residue was diluted with water (50 mL) followed by ethyl acetate (100 ... The reactants are Cl (HCl), C(#N)C1=CC=C(C=C1)S(=O)(=O)Cl (4-cyanobenzenesulfonyl chloride), NC1=C(C(=O)C2=CC=CC=C2)C=C(C=C1)Cl (2-Amino-5-chlorobenzophenone). Solvent: CC(=O)C (acetone), N1=CC=CC=C1 (pyridine), O (H2O), N1=CC=CC=C1 (pyridine), CC(=O)C (acetone). Conditions: time 8 hour. The product is C(C1=CC=CC=C1)(=O)C1=C(C=CC(=C1)Cl)NS(=O)(=O)C1=CC=C(C=C1)C#N (N-(2-Benzoyl-4-chloro-phenyl)-4-cyano-benzenesulfonamide). Yield: 114.0%. As a reaction SMILES: [NH2:1][C:2]1[CH:15]=[CH:14][C:13]([Cl:16])=[CH:12][C:3]=1[C:4]([C:6]1[CH:11]=[CH:10][CH:9]=[CH:8][CH:7]=1)=[O:5].[C:17]([C:19]1[CH:24]=[CH:23][C:22]([S:25](Cl)(=[O:27])=[O:26])=[CH:21][CH:20]=1)#[N:18].Cl>N1C=CC=CC=1.CC(C)=O.O>[C:4]([C:3]1[CH:12]=[C:13]([Cl:16])[CH:14]=[CH:15][C:2]=1[NH:1][S:25]([C:22]1[CH:21]=[CH:20][C:19]([C:17]#[N:18])=[CH:24][CH:23]=1)(=[O:27])=[O:26])(=[O:5])[C:6]1[CH:7]=[CH:8][CH:9]=[CH:10][CH:11]=1. Procedure: 2-Amino-5-chlorobenzophenone (2.92 g, 12.60 mmol) was dissolved in 60 mL of pyridine and 4-cyanobenzenesulfonyl chloride (2.66 g, 13.2 mmol) in 10 mL pyridine was then added. The mixture was stirred overnight at room temperature under N2, then poured in a steady stream into 350 mL vigorously stirring chilled 6M HCl which resulted in the precipitation of a yellow solid which was collected by vacuum filtration, washed well with H2O, then dissolved in 50 mL EtOAc and the solvents removed under vacu... The reactants are ClC(Cl)Cl, O=C(OO)c1cccc(Cl)c1, CCOC(=O)CCCOc1cnc(N(Cc2cc(C(F)(F)F)cc(C(F)(F)F)c2)Cc2cc(C(F)(F)F)ccc2-c2nc(SC)ncc2OC)nc1, [Na+], [Na+], O=S([O-])([O-])=S. Yields the product CCOC(=O)CCCOc1cnc(N(Cc2cc(C(F)(F)F)cc(C(F)(F)F)c2)Cc2cc(C(F)(F)F)ccc2-c2nc(S(C)=O)ncc2OC)nc1. Reaction SMILES: [CH:71]([Cl:72])([Cl:73])[Cl:74].[Cl:53][c:54]1[cH:55][cH:56][cH:57][c:58]([C:59]([O:60][OH:62])=[O:61])[cH:63]1.[F:1][C:2]([c:3]1[cH:4][c:5]([CH2:6][N:7]([c:8]2[n:9][cH:10][c:11]([O:14][CH2:15][CH2:16][CH2:17][C:18](=[O:19])[O:20][CH2:21][CH3:22])[cH:12][n:13]2)[CH2:23][c:24]2[c:25](-[c:34]3[n:35][c:36]([S:42][CH3:43])[n:37][cH:38][c:39]3[O:40][CH3:41])[cH:26][cH:27][c:28]([C:30]([F:31])([F:32])[F:33])[cH:29]2)[cH:44][c:45]([C:47]([F:48])([F:49])[F:50])[cH:46]1)([F:51])[F:52].[Na+:69].[Na+:70].[S:64]([O-:65])([O-:66])(=[O:67])=[S:68]>>[F:1][C:2]([c:3]1[cH:4][c:5]([CH2:6][N:7]([c:8]2[n:9][cH:10][c:11]([O:14][CH2:15][CH2:16][CH2:17][C:18](=[O:19])[O:20][CH2:21][CH3:22])[cH:12][n:13]2)[CH2:23][c:24]2[c:25](-[c:34]3[n:35][c:36]([S:42]([CH3:43])=[O:61])[n:37][cH:38][c:39]3[O:40][CH3:41])[cH:26][cH:27][c:28]([C:30]([F:31])([F:32])[F:33])[cH:29]2)[cH:44][c:45]([C:47]([F:48])([F:49])[F:50])[cH:46]1)([F:51])[F:52]. Starting materials: N(=O)[O-].[Na+] (sodium nitrite), CC1CC(N(CC1)C(=O)NCCC1=CC=C(C=C1)S(=O)(=O)NC(=S)NC1CCCCC1)=O (N-(4-[2-(4-methyl-2-oxo-piperidine-1-carboxamido)-ethyl]-benzenesulfonyl)-N'-cyclohexyl-thio-urea), CC1CC(N(CC1)C(=O)NCCC1=CC=C(C=C1)S(=O)(=O)N)=O (4-[2-(4-methyl-2-oxo-piperidine-1-carboxamido)-ethyl]-benzenesulfonamide), C1(CCCCC1)N=C=O (cyclohexyl-isocyanate), C([O-])([O-])=O.[K+].[K+] (potassium carbonate). The solvent is O (water), C(C)(=O)O (acetic acid), O (water), CC(=O)C (acetone), CC(=O)C (acetone). Conditions: time 2 hour. Yields the product CC1CC(N(CC1)C(=O)NCCC1=CC=C(C=C1)S(=O)(=O)NC(=O)NC1CCCCC1)=O (N-(4-[2-(4-methyl-2-oxo-piperidine-1-carboxamido)-ethyl]-benzenesulfonyl)-N'-cyclohexyl urea). RXN SMILES: [CH3:1][CH:2]1[CH2:7][CH2:6][N:5]([C:8]([NH:10][CH2:11][CH2:12][C:13]2[CH:18]=[CH:17][C:16]([S:19]([NH:22][C:23]([NH:25][CH:26]3[CH2:31][CH2:30][CH2:29][CH2:28][CH2:27]3)=S)(=[O:21])=[O:20])=[CH:15][CH:14]=2)=[O:9])[C:4](=[O:32])[CH2:3]1.CC1CCN(C(NCCC2C=CC(S(N)(=O)=O)=CC=2)=[O:41])C(=O)C1.C1(N=C=O)CCCCC1.C(=O)([O-])[O-].[K+].[K+].N([O-])=O.[Na+]>CC(C)=O.O.C(O)(=O)C>[CH3:1][CH:2]1[CH2:7][CH2:6][N:5]([C:8]([NH:10][CH2:11][CH2:12][C:13]2[CH:18]=[CH:17][C:16]([S:19]([NH:22][C:23]([NH:25][CH:26]3[CH2:31][CH2:30][CH2:29][CH2:28][CH2:27]3)=[O:41])(=[O:21])=[O:20])=[CH:15][CH:14]=2)=[O:9])[C:4](=[O:32])[CH2:3]1 |f:3.4.5,6.7|. Reported procedure: 1.2 g N-(4-[2-(4-methyl-2-oxo-piperidine-1-carboxamido)-ethyl]-benzenesulfonyl)-N'-cyclohexyl-thio-urea (m.p. 179°-181° C., prepared from 4-[2-(4-methyl-2-oxo-piperidine-1-carboxamido)-ethyl]-benzenesulfonamide and cyclohexyl-isocyanate in acetone in the presence of potassium carbonate) are dissolved in 75 ml of acetone and 10 ml of water. At 0° C., a solution of 0.1 g of sodium nitrite in 5 ml of water is added to this solution, subsequently 0.8 ml of 5 N acetic acid is added dropwise, and agit... The reactants are O=C(O)C12CC1CN(Cc1ccccc1)C2c1ccccc1, O=S(Cl)Cl. Product: O=C(Cl)C12CC1CN(Cc1ccccc1)C2c1ccccc1. RXN SMILES: [CH2:1]([c:2]1[cH:3][cH:4][cH:5][cH:6][cH:7]1)[N:8]1[CH:9]([c:17]2[cH:18][cH:19][cH:20][cH:21][cH:22]2)[C:10]2([C:14](=[O:15])[OH:16])[CH2:11][CH:12]2[CH2:13]1.[S:23]([Cl:24])([Cl:25])=[O:26]>>[CH2:1]([c:2]1[cH:3][cH:4][cH:5][cH:6][cH:7]1)[N:8]1[CH:9]([c:17]2[cH:18][cH:19][cH:20][cH:21][cH:22]2)[C:10]2([C:14](=[O:15])[Cl:25])[CH2:11][CH:12]2[CH2:13]1.